Task: describe an organic reaction: reactants, conditions, products, and yield. Dataset: the Open Reaction Database (ORD), a public repository of structured organic reaction records The reactants are ClCCl, Cl, CC(C)(C)OC(=O)N1CCN(CCN2c3ccccc3N(c3ccc(F)c(F)c3)S2(=O)=O)CC1, C1COCCO1. Product: O=S1(=O)N(CCN2CCNCC2)c2ccccc2N1c1ccc(F)c(F)c1. As a reaction SMILES: [Cl:36][CH2:37][Cl:38].[ClH:35].[F:1][c:2]1[cH:3][c:4]([N:9]2[S:10](=[O:33])(=[O:34])[N:11]([CH2:18][CH2:19][N:20]3[CH2:21][CH2:22][N:23]([C:26]([O:27][C:28]([CH3:29])([CH3:30])[CH3:31])=[O:32])[CH2:24][CH2:25]3)[c:12]3[c:13]2[cH:14][cH:15][cH:16][cH:17]3)[cH:5][cH:6][c:7]1[F:8].[O:39]1[CH2:40][CH2:41][O:42][CH2:43][CH2:44]1>>[F:1][c:2]1[cH:3][c:4]([N:9]2[S:10](=[O:33])(=[O:34])[N:11]([CH2:18][CH2:19][N:20]3[CH2:21][CH2:22][NH:23][CH2:24][CH2:25]3)[c:12]3[c:13]2[cH:14][cH:15][cH:16][cH:17]3)[cH:5][cH:6][c:7]1[F:8]. The reactants are ClC1=NC=CC(=N1)C1=C(N=C(S1)C(C)C)C=1C(=C(C=CC1)NS(=O)(=O)C=1C=NC=CC1)F (N-{3-[5-(2-chloro-4-pyrimidinyl)-2-(1-methylethyl)-1,3-thiazol-4-yl]-2-fluorophenyl}-3-pyridinesulfonamide), C(C(C)C)N (isobutylamine). Product: FC1=C(C=CC=C1C=1N=C(SC1C1=NC(=NC=C1)NCC(C)C)C(C)C)NS(=O)(=O)C=1C=NC=CC1 (N-[2-Fluoro-3-(2-(1-methylethyl)-5-{2-[(2-methylpropyl)amino]-4-pyrimidinyl}-1,3-thiazol-4-yl)phenyl]-3-pyridinesulfonamide), solid. Isolated yield 65.0%. As a reaction SMILES: Cl[C:2]1[N:7]=[C:6]([C:8]2[S:12][C:11]([CH:13]([CH3:15])[CH3:14])=[N:10][C:9]=2[C:16]2[C:17]([F:32])=[C:18]([NH:22][S:23]([C:26]3[CH:27]=[N:28][CH:29]=[CH:30][CH:31]=3)(=[O:25])=[O:24])[CH:19]=[CH:20][CH:21]=2)[CH:5]=[CH:4][N:3]=1.[CH2:33]([NH2:37])[CH:34]([CH3:36])[CH3:35]>>[F:32][C:17]1[C:16]([C:9]2[N:10]=[C:11]([CH:13]([CH3:15])[CH3:14])[S:12][C:8]=2[C:6]2[CH:5]=[CH:4][N:3]=[C:2]([NH:37][CH2:33][CH:34]([CH3:36])[CH3:35])[N:7]=2)=[CH:21][CH:20]=[CH:19][C:18]=1[NH:22][S:23]([C:26]1[CH:27]=[N:28][CH:29]=[CH:30][CH:31]=1)(=[O:25])=[O:24]. Reported procedure: Following a procedure analogous to the procedure described in Example 18, Step B using N-{3-[5-(2-chloro-4-pyrimidinyl)-2-(1-methylethyl)-1,3-thiazol-4-yl]-2-fluorophenyl}-3-pyridinesulfonamide (150 mg, 0.306 mmol) and isobutylamine (0.307 mL, 3.06 mmol). the title compound was obtained as a white solid (105 mg, 65% yield). 1H NMR (400 MHz, DMSO-d6) δ ppm 10.53 (s, 1H), 8.83 (d, J=2.2 Hz, 1H), 8.73 (dd, J=4.8, 1.0 Hz, 1H), 8.03-8.13 (m, 1H), 7.99 (d, J=5.1 Hz, 1H), 7.53 (dd, J=8.1, 4.9 Hz, 1H), ...